From a dataset of the Open Reaction Database (ORD), a public repository of structured organic reaction records. describe an organic reaction: reactants, conditions, products, and yield The reactants are O=C([O-])[O-], N#Cc1cc(S(=O)(=O)Nc2ncns2)ccc1F, CS(C)=O, CCOC(C)=O, Oc1ccc(C(F)(F)F)cc1I, [K+], [K+]. The product is N#Cc1cc(S(=O)(=O)Nc2ncns2)ccc1Oc1ccc(C(F)(F)F)cc1I. Reaction SMILES: [C:1](=[O:2])([O-:3])[O-:4].[C:7](#[N:8])[c:9]1[cH:10][c:11]([S:16](=[O:17])(=[O:18])[NH:19][c:20]2[n:21][cH:22][n:23][s:24]2)[cH:12][cH:13][c:14]1[F:15].[CH3:37][S:38](=[O:39])[CH3:40].[CH3:41][CH2:42][O:43][C:44](=[O:45])[CH3:46].[I:25][c:26]1[c:27]([OH:36])[cH:28][cH:29][c:30]([C:32]([F:33])([F:34])[F:35])[cH:31]1.[K+:5].[K+:6]>>[C:7](#[N:8])[c:9]1[cH:10][c:11]([S:16](=[O:17])(=[O:18])[NH:19][c:20]2[n:21][cH:22][n:23][s:24]2)[cH:12][cH:13][c:14]1[O:36][c:27]1[c:26]([I:25])[cH:31][c:30]([C:32]([F:33])([F:34])[F:35])[cH:29][cH:28]1. The reactants are BrC=1C=CC(=C(C1)CCC1=C(C(=S)N)C=CC=C1Cl)OC (2-[2-(5-Bromo-2-methoxy-phenyl)-ethyl]-3-chloro-thiobenzamide), S (hydrogen sulfide), BrC=1C=CC(=C(C1)CCC1=C(C#N)C=CC=C1Cl)OC (2-[2-(5-Bromo-2-methoxy-phenyl)-ethyl]-3-chloro-benzonitrile). Solvent: C(C)O (ethanol), C(C)N(CC)CC (triethylamine), O (water). Reaction conditions: temperature 80 celsius. The product is BrC=1C=CC(=C(C1)SCC1=C(C=CC=C1)C=1NCCCN1)OC (2-[2-(5-Bromo-2-methoxy-phenylsulfanylmethyl)-phenyl]-1,4,5,6-tetrahydro-pyrimidine). Reaction SMILES: [Br:1][C:2]1[CH:3]=[CH:4][C:5]([O:20][CH3:21])=[C:6](CCC2C(Cl)=CC=CC=2C(N)=S)[CH:7]=1.[SH2:22].BrC1C=CC(OC)=C(C[CH2:31][C:32]2[C:39](Cl)=[CH:38][CH:37]=[CH:36][C:33]=2[C:34]#[N:35])C=1>C(O)C.C(N(CC)CC)C.O>[Br:1][C:2]1[CH:3]=[CH:4][C:5]([O:20][CH3:21])=[C:6]([S:22][CH2:31][C:32]2[CH:39]=[CH:38][CH:37]=[CH:36][C:33]=2[C:34]2[NH:35][CH2:32][CH2:33][CH2:34][N:35]=2)[CH:7]=1. Reported procedure: 9, 2-[2-(5-Bromo-2-methoxy-phenyl)-ethyl]-3-chloro-thiobenzamide. As shown in Scheme 9, hydrogen sulfide gas was bubbled into a solution of 2.75 g (7.8 mmol) of 2-[2-(5-Bromo-2-methoxy-phenyl)-ethyl]-3-chloro-benzonitrile in 20 mL of ethanol and triethylamine (5:4 v/v) for 10 minutes. The solution was then heated to 80° C. in a sealed pressure tube for 5 hours. The reaction mixture was diluted with water and extracted with ethyl acetate twice. The organic extracts were washed with brine, dried (... The reactants are COC(C1=CC=C(C=C1)O)=O (4-hydroxybenzoic acid methyl ester), CN1C(CCC1)=O (N-methylpyrrolidone), C[O-].[Na+] (sodium methylate), CC1(C(C(CCC1)C)CCC(C)Cl)C (4-(1,1,3-trimethyl-2-cyclohexyl)-2-butyl chloride). The reagents and catalysts are [I-].C(CCC)[N+](CCCC)(CCCC)CCCC (tetrabutylammonium iodide). Solvent: CO (Methanol), CO (methanol). Yields the product COC(C1=CC=C(C=C1)OCCCCC1C(CCCC1C)(C)C)=O (4-(4-(1,1,3-trimethyl-2-cyclohexyl)-butoxy)-benzoic acid methyl ester). Reaction SMILES: [CH3:1][O:2][C:3](=[O:11])[C:4]1[CH:9]=[CH:8][C:7]([OH:10])=[CH:6][CH:5]=1.CN1CCCC1=O.C[O-].[Na+].[CH3:22][C:23]1([CH3:35])[CH2:28][CH2:27][CH2:26][CH:25]([CH3:29])[CH:24]1[CH2:30][CH2:31][CH:32](Cl)[CH3:33]>CO.[I-].C([N+](CCCC)(CCCC)CCCC)CCC>[CH3:1][O:2][C:3](=[O:11])[C:4]1[CH:9]=[CH:8][C:7]([O:10][CH2:33][CH2:32][CH2:31][CH2:30][CH:24]2[CH:25]([CH3:29])[CH2:26][CH2:27][CH2:28][C:23]2([CH3:22])[CH3:35])=[CH:6][CH:5]=1 |f:2.3,6.7|. Procedure details: Methanol was removed by distillation from a mixture of 11.7 g (77 mmol) 4-hydroxybenzoic acid methyl ester, 200 ml N-methylpyrrolidone, and I3.8 g (77 mmol) 30% sodium methylate solution in methanol, then 0.6 g tetrabutylammonium iodide and 20.0 g (92 mmol) 4-(1,1,3-trimethyl-2-cyclohexyl)-2-butyl chloride were added. This was followed by heating with stirring for 8 hours to 160° C. After cooling to room temperature, the reacted solution was filtered off from the sodium chloride formed, concentr... The reactants are CC(C)(C)OC(=O)NCCCCCCCCCCCC(N)=O, Cl. The product is Cl, NCCCCCCCCCCCC(N)=O. As a reaction SMILES: [C:1]([O:2][C:3](=[O:4])[NH:7][CH2:8][CH2:9][CH2:10][CH2:11][CH2:12][CH2:13][CH2:14][CH2:15][CH2:16][CH2:17][CH2:18][C:19]([NH2:20])=[O:21])([CH3:5])([CH3:6])[CH3:22].[ClH:23]>>[ClH:23].[NH2:7][CH2:8][CH2:9][CH2:10][CH2:11][CH2:12][CH2:13][CH2:14][CH2:15][CH2:16][CH2:17][CH2:18][C:19]([NH2:20])=[O:21]. The reactants are CC(C)(C)OC(=O)CCBr, O=C([O-])[O-], CC(C)Oc1ccc(-c2nc(-c3cccc4c3CCNCC4)no2)cc1Cl, ClCCl, [K+], [K+], CN(C)C=O. The product is CC(C)Oc1ccc(-c2nc(-c3cccc4c3CCN(CCC(=O)OC(C)(C)C)CC4)no2)cc1Cl. As a reaction SMILES: [Br:34][CH2:35][CH2:36][C:37](=[O:38])[O:39][C:40]([CH3:41])([CH3:42])[CH3:43].[C:28](=[O:29])([O-:30])[O-:31].[Cl:1][c:2]1[cH:3][c:4](-[c:12]2[n:13][c:14](-[c:17]3[cH:18][cH:19][cH:20][c:21]4[c:27]3[CH2:26][CH2:25][NH:24][CH2:23][CH2:22]4)[n:15][o:16]2)[cH:5][cH:6][c:7]1[O:8][CH:9]([CH3:10])[CH3:11].[Cl:49][CH2:50][Cl:51].[K+:32].[K+:33].[O:44]=[CH:45][N:46]([CH3:47])[CH3:48]>>[Cl:1][c:2]1[cH:3][c:4](-[c:12]2[n:13][c:14](-[c:17]3[cH:18][cH:19][cH:20][c:21]4[c:27]3[CH2:26][CH2:25][N:24]([CH2:35][CH2:36][C:37](=[O:38])[O:39][C:40]([CH3:41])([CH3:42])[CH3:43])[CH2:23][CH2:22]4)[n:15][o:16]2)[cH:5][cH:6][c:7]1[O:8][CH:9]([CH3:10])[CH3:11]. Reactants: NC1=CC=CC=C1 (aniline), CN(C(=O)N1CCC(=CC1)C1=CC2=C(N=CN=C2C2=C(C(=CC(=C2)F)N)C)N1)C (4-[4-(3-Amino-5-fluoro-2-methyl-phenyl)-7H-pyrrolo[2,3-d]pyrimidin-6-yl]-3,6-dihydro-2H-pyridine-1-carboxylic acid dimethylamide), CCN(C(C)C)C(C)C (DIPEA), CN(C1=CC=C(C(=O)Cl)C=C1)C (4-dimethylaminobenzoyl chloride). The reagents and catalysts are CN(C)C=1C=CN=CC1 (DMAP). Run in C(Cl)Cl.N1=CC=CC=C1 (DCM pyridine). Reaction conditions: time 75 hour. The product is CN(C(=O)N1CCC(=CC1)C1=CC2=C(N=CN=C2C2=C(C(=CC(=C2)F)NC(C2=CC=C(C=C2)N(C)C)=O)C)N1)C (4-{4-[3-(4-Dimethylamino-benzoylamino)-5-fluoro-2-methyl-phenyl]-7H-pyrrolo[2,3-d]pyrimidin-6-yl}-3,6-dihydro-2H-pyridine-1-carboxylic acid dimethylamide). RXN SMILES: NC1C=CC=CC=1.[CH3:8][N:9]([CH3:36])[C:10]([N:12]1[CH2:17][CH:16]=[C:15]([C:18]2[NH:35][C:21]3[N:22]=[CH:23][N:24]=[C:25]([C:26]4[CH:31]=[C:30]([F:32])[CH:29]=[C:28]([NH2:33])[C:27]=4[CH3:34])[C:20]=3[CH:19]=2)[CH2:14][CH2:13]1)=[O:11].CCN(C(C)C)C(C)C.[CH3:46][N:47]([CH3:57])[C:48]1[CH:56]=[CH:55][C:51]([C:52](Cl)=[O:53])=[CH:50][CH:49]=1>C(Cl)Cl.N1C=CC=CC=1.CN(C1C=CN=CC=1)C>[CH3:36][N:9]([CH3:8])[C:10]([N:12]1[CH2:13][CH:14]=[C:15]([C:18]2[NH:35][C:21]3[N:22]=[CH:23][N:24]=[C:25]([C:26]4[CH:31]=[C:30]([F:32])[CH:29]=[C:28]([NH:33][C:52](=[O:53])[C:51]5[CH:50]=[CH:49][C:48]([N:47]([CH3:46])[CH3:57])=[CH:56][CH:55]=5)[C:27]=4[CH3:34])[C:20]=3[CH:19]=2)[CH2:16][CH2:17]1)=[O:11] |f:4.5|. Procedure: To a solution of aniline Intermediate 6 (84 mg, 0.213 mmol) in DCM/pyridine (2:1, 30 ml) were added DIPEA (0.372 ml, 2.13 mmol), 4-dimethylaminobenzoyl chloride (43 mg, 0.234 mmol), and DMAP (2.6 mg, 0.021 mmol). The resulting mixture was stirred at room temperature for 75 hrs. The solvents were removed in vacuo and the resulting mixture was purified by reversed phase HPLC (MeCN/H2O) to afford Example 15. Starting materials: CC(C)(C)OC(=O)N1C(=O)C2CC1CCC2NC(=O)OCc1ccccc1, CC(C)C[Al+]CC(C)C, CO, ClCCl, [H-], O. Yields the product CC(C)(C)OC(=O)N1C2CCC(NC(=O)OCc3ccccc3)C(C2)C1O. As a reaction SMILES: [CH2:1]([c:2]1[cH:3][cH:4][cH:5][cH:6][cH:7]1)[O:8][C:9](=[O:10])[NH:11][CH:12]1[CH:13]2[C:14](=[O:27])[N:15]([C:20](=[O:21])[O:22][C:23]([CH3:24])([CH3:25])[CH3:26])[CH:16]([CH2:17][CH2:18]1)[CH2:19]2.[CH2:29]([Al+:30][CH2:31][CH:32]([CH3:33])[CH3:34])[CH:35]([CH3:36])[CH3:37].[CH3:38][OH:39].[Cl:41][CH2:42][Cl:43].[H-:28].[OH2:40]>>[CH2:1]([c:2]1[cH:3][cH:4][cH:5][cH:6][cH:7]1)[O:8][C:9](=[O:10])[NH:11][CH:12]1[CH:13]2[CH:14]([OH:27])[N:15]([C:20](=[O:21])[O:22][C:23]([CH3:24])([CH3:25])[CH3:26])[CH:16]([CH2:17][CH2:18]1)[CH2:19]2. Reactants: CC1(CN=C(C2=CC=CC=C12)C1=CC=C(C=C1)C(F)(F)F)C (4,4-dimethyl-1-(4-(trifluoromethyl)phenyl)-3,4-dihydroisoquinoline), [BH4-].[Na+] (sodium borohydride). Solvent: CO (MeOH). Reaction conditions: time 45 minute. Yields the product CC1(CNC(C2=CC=CC=C12)C1=CC=C(C=C1)C(F)(F)F)C (4,4-Dimethyl-1-(4-(trifluoromethyl)phenyl)-1,2,3,4-tetrahydroisoquinoline). Reaction SMILES: [CH3:1][C:2]1([CH3:22])[C:11]2[C:6](=[CH:7][CH:8]=[CH:9][CH:10]=2)[C:5]([C:12]2[CH:17]=[CH:16][C:15]([C:18]([F:21])([F:20])[F:19])=[CH:14][CH:13]=2)=[N:4][CH2:3]1.[BH4-].[Na+]>CO>[CH3:1][C:2]1([CH3:22])[C:11]2[C:6](=[CH:7][CH:8]=[CH:9][CH:10]=2)[CH:5]([C:12]2[CH:17]=[CH:16][C:15]([C:18]([F:21])([F:19])[F:20])=[CH:14][CH:13]=2)[NH:4][CH2:3]1 |f:1.2|. Procedure details: A 50-mL round-bottomed flask was charged with 4,4-dimethyl-1-(4-(trifluoromethyl)phenyl)-3,4-dihydroisoquinoline (2.52 g, 8.3 mmol) and dry MeOH (10 mL). After cooling down to 0° C. sodium borohydride (943 mg, 24.9 mmol) was added and the mixture was stirred at RT for 45 min. Then, the solvent was removed and the residue redissolved in EtOAc, washed with sat NaHCO3, water and dried over Na2SO4. The residue was purified by silica gel chromatography (25-35% EtOAc in hexanes) to give the title comp...